From a dataset of the Open Reaction Database (ORD), a public repository of structured organic reaction records. describe an organic reaction: reactants, conditions, products, and yield Reactants: ClC(=O)OCC(C)C (Isobutyl chloroformate), CN1CCOCC1 (N-methylmorpholine), ice, CN(CC#CC(=O)O)C (4-dimethylamino-2-butynoic acid), NC=1C=C2C(=C(C=NC2=CC1)C#N)NC1=CC(=CC=C1)Br (6-amino-4-[(3-bromophenyl)amino]-3-quinolinecarbonitrile). Solvent: O1CCCC1 (tetrahydrofuran), N1=CC=CC=C1 (pyridine). Reaction conditions: time 30 minute. The product is BrC=1C=C(C=CC1)NC1=C(C=NC2=CC=C(C=C12)NC(C#CCN(C)C)=O)C#N (N-[4-[(3-Bromophenyl)amino]-3-cyano-6-quinolinyl]-4-dimethylamino-2-butynamide). Isolated yield 21.8%. Reaction SMILES: ClC(OCC(C)C)=O.CN1CCOCC1.[CH3:16][N:17]([CH3:24])[CH2:18][C:19]#[C:20][C:21](O)=[O:22].[NH2:25][C:26]1[CH:27]=[C:28]2[C:33](=[CH:34][CH:35]=1)[N:32]=[CH:31][C:30]([C:36]#[N:37])=[C:29]2[NH:38][C:39]1[CH:44]=[CH:43][CH:42]=[C:41]([Br:45])[CH:40]=1>O1CCCC1.N1C=CC=CC=1>[Br:45][C:41]1[CH:40]=[C:39]([NH:38][C:29]2[C:28]3[C:33](=[CH:34][CH:35]=[C:26]([NH:25][C:21](=[O:22])[C:20]#[C:19][CH2:18][N:17]([CH3:24])[CH3:16])[CH:27]=3)[N:32]=[CH:31][C:30]=2[C:36]#[N:37])[CH:44]=[CH:43][CH:42]=1. Reported procedure: Isobutyl chloroformate(0.260 g, 1.91 mmol) and N-methylmorpholine(0.594 g, 5.88 mmol) were added to an ice cold solution of 0.370 g (2.94 mmol) of 4-dimethylamino-2-butynoic acid in 50 mL of tetrahydrofuran under N2. After stirring for 30 min, a solution of 0.500 g (01.47 mmol) of 6-amino-4-[(3-bromophenyl)amino]-3-quinolinecarbonitrile in 10 mL of pyridine was added and the mixture was stirred at 0° C. for 2 h. The reaction was quenched with ice water, and then poured into saturated sodium bica... Starting materials: C(C)(=O)C1C(CCCC1)=O (2-acetylcyclohexanone), C([O-])([O-])=O.[K+].[K+] (potassium carbonate), C(C=C)(=O)OCC1=CC=CC=C1 (benzyl acrylate). Reagents/catalysts: [Cl-].C(C1=CC=CC=C1)[N+](CC)(CC)CC (benzyltriethylammonium chloride). The solvent is C1(=CC=CC=C1)C (toluene). Run at temperature 40 celsius. The product is C(C)(=O)C1(C(CCCC1)=O)CCC(=O)OCC1=CC=CC=C1 (2-Acetyl-2-[2-(benzyloxycarbonyl)ethyl]cyclohexanone). Isolated yield 100.7%. RXN SMILES: [C:1]([CH:4]1[CH2:9][CH2:8][CH2:7][CH2:6][C:5]1=[O:10])(=[O:3])[CH3:2].C(=O)([O-])[O-].[K+].[K+].[C:17]([O:21][CH2:22][C:23]1[CH:28]=[CH:27][CH:26]=[CH:25][CH:24]=1)(=[O:20])[CH:18]=[CH2:19]>[Cl-].C([N+](CC)(CC)CC)C1C=CC=CC=1.C1(C)C=CC=CC=1>[C:1]([C:4]1([CH2:19][CH2:18][C:17]([O:21][CH2:22][C:23]2[CH:28]=[CH:27][CH:26]=[CH:25][CH:24]=2)=[O:20])[CH2:9][CH2:8][CH2:7][CH2:6][C:5]1=[O:10])(=[O:3])[CH3:2] |f:1.2.3,5.6|. Procedure: To a solution of 2-acetylcyclohexanone (9.6 g, 0.068 mol), potassium carbonate (11.3 g, 0.082 mol) and benzyltriethylammonium chloride (0.3 g, 0.0013 mol) in toluene (26 ml), was added benzyl acrylate (16.72 g, 0.103 mol) at room temperature. The mixture was heated at 40° C. for 20 hours, cooled, partitioned between water (200 ml) and toluene (200 ml) and toluene (200 ml) and the layers separated. The aqueous layer was extracted with toluene (2×200 ml), the combined organic extracts dried over m... The reactants are BrCC1CCCCC1, O=C([O-])[O-], CC#N, CCOC(C)=O, [K+], [K+], O=C1CCc2cc(-c3ccc(O)cc3)ccc21. The product is O=C1CCc2cc(-c3ccc(OCC4CCCCC4)cc3)ccc21. Reaction SMILES: [Br:18][CH2:19][CH:20]1[CH2:21][CH2:22][CH2:23][CH2:24][CH2:25]1.[C:26](=[O:27])([O-:28])[O-:29].[CH3:32][C:33]#[N:34].[CH3:35][CH2:36][O:37][C:38](=[O:39])[CH3:40].[K+:30].[K+:31].[OH:1][c:2]1[cH:3][cH:4][c:5](-[c:8]2[cH:9][c:10]3[c:14]([cH:15][cH:16]2)[C:13](=[O:17])[CH2:12][CH2:11]3)[cH:6][cH:7]1>>[O:1]([c:2]1[cH:3][cH:4][c:5](-[c:8]2[cH:9][c:10]3[c:14]([cH:15][cH:16]2)[C:13](=[O:17])[CH2:12][CH2:11]3)[cH:6][cH:7]1)[CH2:19][CH:20]1[CH2:21][CH2:22][CH2:23][CH2:24][CH2:25]1. Starting materials: C(CC)C1CC=CCC1 (4-propylcyclohexanene), BrC=1C=C2C=CC(C(C2=CC1)=O)OC (6-bromo-2-methoxynaphthalone), [Mg] (magnesium), Cl (hydrochloric acid). The solvent is O1CCCC1 (tetrahydrofuran), O1CCCC1 (tetrahydrofuran), O1CCCC1 (tetrahydrofuran), O1CCCC1 (tetrahydrofuran). Conditions: time 1 hour. The product is COC1=CC2=CC=C(C=C2C=C1)C1=CCC(CC1)CCC (2-methoxy-6-(4-propylcyclohexa-1-ene-1-yl)naphthalene). Yield: 80.9%. As a reaction SMILES: [Mg].Br[C:3]1[CH:4]=[C:5]2[C:10](=[CH:11][CH:12]=1)[C:9](=O)[CH:8]([O:14][CH3:15])[CH:7]=[CH:6]2.[CH2:16]([CH:19]1[CH2:24][CH2:23][CH:22]=[CH:21][CH2:20]1)[CH2:17][CH3:18].Cl>O1CCCC1>[CH3:15][O:14][C:8]1[CH:7]=[CH:6][C:5]2[C:10](=[CH:11][CH:12]=[C:3]([C:22]3[CH2:23][CH2:24][CH:19]([CH2:16][CH2:17][CH3:18])[CH2:20][CH:21]=3)[CH:4]=2)[CH:9]=1. Reported procedure: 5.7 g of magnesium was suspended in 12 ml of tetrahydrofuran. To the suspension was then added dropwise a solution of 50 g of 6-bromo-2-methoxynaphthalone in 200 ml of tetrahydrofuran at a rate such that tetrahydrofuran was gently refluxed. The reaction mixture was then further stirred for 1 hour. To the reaction solution was then added dropwise a solution of 30 g of 4-propylcyclohexanene in 120 ml of tetrahydrofuran at room temperature. The reaction mixture was then further stirred for 1 hour. ... Reactants: c1ccc(C2CO2)cc1, CN(C)C=O, COC(=O)C1=C(C)NC(C)=C(C(=O)OC)C1c1cc([N+](=O)[O-])ccc1OCCN. Product: COC(=O)C1=C(C)NC(C)=C(C(=O)OC)C1c1cc([N+](=O)[O-])ccc1OCCNCC(O)c1ccccc1. Reaction SMILES: [CH2:30]1[O:31][CH:32]1[c:33]1[cH:34][cH:35][cH:36][cH:37][cH:38]1.[CH3:39][N:40]([CH3:41])[CH:42]=[O:43].[NH2:1][CH2:2][CH2:3][O:4][c:5]1[c:6]([CH:14]2[C:15]([C:26](=[O:27])[O:28][CH3:29])=[C:16]([CH3:25])[NH:17][C:18]([CH3:24])=[C:19]2[C:20](=[O:21])[O:22][CH3:23])[cH:7][c:8]([N+:11](=[O:12])[O-:13])[cH:9][cH:10]1>>[NH:1]([CH2:2][CH2:3][O:4][c:5]1[c:6]([CH:14]2[C:15]([C:26](=[O:27])[O:28][CH3:29])=[C:16]([CH3:25])[NH:17][C:18]([CH3:24])=[C:19]2[C:20](=[O:21])[O:22][CH3:23])[cH:7][c:8]([N+:11](=[O:12])[O-:13])[cH:9][cH:10]1)[CH2:30][CH:32]([OH:31])[c:33]1[cH:34][cH:35][cH:36][cH:37][cH:38]1. The reactants are [Al+3], COC(=O)c1cc(C)[nH]c1C, [Cl-], [Cl-], [Cl-], [Cl-], CC(C)=C(Cl)N(C)C, ClCCl, Cl, COC1CCN(C(=O)c2cc(CC(=O)O)ccc2F)CC1. Yields the product COC(=O)c1c(C)[nH]c(C)c1C(=O)Cc1ccc(F)c(C(=O)N2CCC(OC)CC2)c1. RXN SMILES: [Al+3:15].[CH3:1][c:2]1[nH:3][c:4]([CH3:11])[cH:5][c:6]1[C:7](=[O:8])[O:9][CH3:10].[Cl-:12].[Cl-:13].[Cl-:14].[Cl-:16].[Cl:17][C:18]([N:19]([CH3:20])[CH3:21])=[C:22]([CH3:23])[CH3:24].[Cl:47][CH2:48][Cl:49].[ClH:46].[F:25][c:26]1[c:27]([C:36](=[O:37])[N:38]2[CH2:39][CH2:40][CH:41]([O:44][CH3:45])[CH2:42][CH2:43]2)[cH:28][c:29]([CH2:32][C:33](=[O:34])[OH:35])[cH:30][cH:31]1>>[CH3:1][c:2]1[nH:3][c:4]([CH3:11])[c:5]([C:33]([CH2:32][c:29]2[cH:28][c:27]([C:36](=[O:37])[N:38]3[CH2:39][CH2:40][CH:41]([O:44][CH3:45])[CH2:42][CH2:43]3)[c:26]([F:25])[cH:31][cH:30]2)=[O:34])[c:6]1[C:7](=[O:8])[O:9][CH3:10].